Dataset: the Open Reaction Database (ORD), a public repository of structured organic reaction records. Task: describe an organic reaction: reactants, conditions, products, and yield The reactants are C1=CC(=CC=C1CC2=CC=C(C=C2)N=C=O)N=C=O (4,4'- diphenylmethane diisocyanate), CN(C)C(=O)C(CCN1CCC(CC1)(C2=CC=C(C=C2)Cl)O)(C3=CC=CC=C3)C4=CC=CC=C4.Cl (SUPRASEC), polyphenylene polyisocyanate. Product: [N-]=C=O.[N-]=C=O.C1(=CC=CC=C1)CC1=CC=CC=C1 (diphenylmethane diisocyanate). Reaction SMILES: [CH:1]1[C:6]([CH2:7][C:8]2[CH:13]=[CH:12][C:11]([N:14]=[C:15]=[O:16])=[CH:10][CH:9]=2)=[CH:5][CH:4]=[C:3](N=C=O)[CH:2]=1.C[N:21]([C:23](C(C1C=CC=CC=1)(C1C=CC=CC=1)CCN1CCC(O)(C2C=CC(Cl)=CC=2)CC1)=[O:24])C.Cl>>[N-:14]=[C:15]=[O:16].[N-:21]=[C:23]=[O:24].[C:6]1([CH2:7][C:8]2[CH:9]=[CH:10][CH:11]=[CH:12][CH:13]=2)[CH:1]=[CH:2][CH:3]=[CH:4][CH:5]=1 |f:1.2,3.4.5|. Procedure details: An isocyanate composition was produced which contained 0.48 part of a 4,4'- diphenylmethane diisocyanate in which 25-30 weight % of the isocyanate groups have been converted into a uretonimine form (marketed by ICI under the trade name `SUPRASEC` VM 020), 90 parts of a polymethylene polyphenylene polyisocyanate having a functionality of 2.7 and a content of diphenylmethane diisocyanate of 40% weight and between 29.5 and 31.0% by weight of isocyanate groups, and a prepolymer obtained by reacting ... The reactants are NC1=C(C=C(C=C1)C#N)C1N(C(C2=CC=CC=C12)=O)CCNCC (3-(2-amino-5-cyanophenyl)-2-(2-ethylaminoethyl)isoindolin-1-one), Cl.C(C)O (hydrogen chloride ethanol). The solvent is C(C)(C)O (isopropanol). Yields the product Cl.Cl.NC1=C(C=C(C=C1)C#N)C1N(C(C2=CC=CC=C12)=O)CCNCC (3-(2-amino-5-cyanophenyl)-2-(2-ethylaminoethyl)isoindolin-1-one dihydrochloride). As a reaction SMILES: [NH2:1][C:2]1[CH:7]=[CH:6][C:5]([C:8]#[N:9])=[CH:4][C:3]=1[CH:10]1[C:18]2[C:13](=[CH:14][CH:15]=[CH:16][CH:17]=2)[C:12](=[O:19])[N:11]1[CH2:20][CH2:21][NH:22][CH2:23][CH3:24].[ClH:25].C(O)C>C(O)(C)C>[ClH:25].[ClH:25].[NH2:1][C:2]1[CH:7]=[CH:6][C:5]([C:8]#[N:9])=[CH:4][C:3]=1[CH:10]1[C:18]2[C:13](=[CH:14][CH:15]=[CH:16][CH:17]=2)[C:12](=[O:19])[N:11]1[CH2:20][CH2:21][NH:22][CH2:23][CH3:24] |f:1.2,4.5.6|. Reported procedure: The same procedures as in Example 29 were repeated except for using 20 g of 2-cyano-11-hydroxy-5, 11-dihydro-6H-dibenz[b,e]azepin-6-one and 42 ml of N-ethylethylenediamine as the starting materials. Thus, 3-(2-amino-5-cyanophenyl)-2-(2-ethylaminoethyl)isoindolin-1-one (Compound 38) was obtained. After dissolving it in isopropanol, Compound 38 was treated with hydrogen chloride-ethanol solution and the solution was concentrated to dryness under reduced pressure. The obtained solid was crystallize...